Dataset: the Open Reaction Database (ORD), a public repository of structured organic reaction records. Task: describe an organic reaction: reactants, conditions, products, and yield Starting materials: ClC1=NC2=C(N1[C@H]1[C@H](OC(C)=O)[C@H](OC(C)=O)[C@H](O1)COC(C)=O)C=CC(=C2)Cl (2,5-Dichloro-1-(2,3,5-tri-O-acetyl-β-D-ribofuranosyl)benzimidazole). Run in N.CO (NH3 MeOH). Yields the product ClC1=NC2=C(N1[C@H]1[C@H](O)[C@H](O)[C@H](O1)CO)C=CC(=C2)Cl (2,5-Dichloro-1-(β-D-ribofuranosyl)benzimidazole). Reaction SMILES: [Cl:1][C:2]1[N:6]([C@@H:7]2[O:19][C@H:18]([CH2:20][O:21]C(=O)C)[C@@H:13]([O:14]C(=O)C)[C@H:8]2[O:9]C(=O)C)[C:5]2[CH:25]=[CH:26][C:27]([Cl:29])=[CH:28][C:4]=2[N:3]=1>N.CO>[Cl:1][C:2]1[N:6]([C@@H:7]2[O:19][C@H:18]([CH2:20][OH:21])[C@@H:13]([OH:14])[C@H:8]2[OH:9])[C:5]2[CH:25]=[CH:26][C:27]([Cl:29])=[CH:28][C:4]=2[N:3]=1 |f:1.2|. Procedure: A solution of 0.226 g (0.508 mmole) of 72 in 10 mL of NH3 /MeOH was stirred in a pressure bottle at room temperature for 5 hr. The reaction mixture was evaporated and coevaporated with MeOH (3×) to give a solid. This solid was recrystallized from MeOH to give 0.136 g (76%, based on C12H12Cl2N2O4MeOH) of 73 as white crystals. MP 102°-150° C. (melted over a large range of temperature). MS (CI) m/e 319.0242 (37%, MH+ =319.0252). 1H NMR (DMSO-d6): d 8.06 (d, 1, 7-H, J7-6 =9.0 Hz), 7.73 (d, 1, 4-H, J... Reactants: O.[OH-].[Li+] (Lithium hydroxide monohydrate), COC(CC1=CC2=CC=C(C=C2C(=C1C)C1=CC=C(C=C1)S(=O)(=O)C1=CC=C(C=C1)OC(F)(F)F)Cl)=O ({6-chloro-3-methyl-4-[4-(4-trifluoromethoxy-benzenesulfonyl)-phenyl]-naphthalen-2-yl}-acetic acid methyl ester). Solvent: hexanes, C1CCOC1.O (THF H2O). Conditions: time 16 hour. Yields the product ClC=1C=C2C(=C(C(=CC2=CC1)CC(=O)O)C)C1=CC=C(C=C1)S(=O)(=O)C1=CC=C(C=C1)OC(F)(F)F ({6-chloro-3-methyl-4-[4-(4-trifluoromethoxy-benzenesulfonyl)-phenyl]-naphthalen-2-yl}-acetic acid). Isolated yield 69.0%. Reaction SMILES: O.[OH-].[Li+].C[O:5][C:6](=[O:40])[CH2:7][C:8]1[C:17]([CH3:18])=[C:16]([C:19]2[CH:24]=[CH:23][C:22]([S:25]([C:28]3[CH:33]=[CH:32][C:31]([O:34][C:35]([F:38])([F:37])[F:36])=[CH:30][CH:29]=3)(=[O:27])=[O:26])=[CH:21][CH:20]=2)[C:15]2[C:10](=[CH:11][CH:12]=[C:13]([Cl:39])[CH:14]=2)[CH:9]=1>C1COCC1.O>[Cl:39][C:13]1[CH:14]=[C:15]2[C:10](=[CH:11][CH:12]=1)[CH:9]=[C:8]([CH2:7][C:6]([OH:40])=[O:5])[C:17]([CH3:18])=[C:16]2[C:19]1[CH:20]=[CH:21][C:22]([S:25]([C:28]2[CH:33]=[CH:32][C:31]([O:34][C:35]([F:37])([F:36])[F:38])=[CH:30][CH:29]=2)(=[O:27])=[O:26])=[CH:23][CH:24]=1 |f:0.1.2,4.5|. Reported procedure: Lithium hydroxide monohydrate (0.021 g, 0.50 mmol) was added to a stirred solution of {6-chloro-3-methyl-4-[4-(4-trifluoromethoxy-benzenesulfonyl)-phenyl]-naphthalen-2-yl}-acetic acid methyl ester (0.07 g, 0.13 mmol) in a 3:1 THF—H2O mixture (4 mL). The reaction mixture was stirred for 16 hours at room temperature. The THF was distilled off under reduced pressure, and the crude residue was diluted with water, acidified [pH˜2] via the drop-wise addition of an aqueous solution of hydrochloric acid... Reactants: O=C(O)c1ccc(CO)cc1Cl, C1CCC2=NCCCN2CC1, C1CCOC1, [N-]=[N+]=NP(=O)(c1ccccc1)c1ccccc1. Product: [N-]=[N+]=NCc1ccc(C(=O)O)c(Cl)c1. RXN SMILES: [Cl:1][c:2]1[c:3]([C:4](=[O:5])[OH:6])[cH:7][cH:8][c:9]([CH2:11][OH:12])[cH:10]1.[N:30]12[CH2:31][CH2:32][CH2:33][N:34]=[C:35]1[CH2:36][CH2:37][CH2:38][CH2:39][CH2:40]2.[O:41]1[CH2:42][CH2:43][CH2:44][CH2:45]1.[c:13]1([P:14]([c:15]2[cH:16][cH:17][cH:18][cH:19][cH:20]2)(=[O:21])[N:27]=[N+:28]=[N-:29])[cH:22][cH:23][cH:24][cH:25][cH:26]1>>[Cl:1][c:2]1[c:3]([C:4](=[O:5])[OH:6])[cH:7][cH:8][c:9]([CH2:11][N:27]=[N+:28]=[N-:29])[cH:10]1. Starting materials: O=C(OOC(=O)c1ccccc1)c1ccccc1, COC(=O)c1sc(C)cc1Br, ClC(Cl)(Cl)Cl, O=C1CCC(=O)N1Br. Yields the product COC(=O)c1sc(CBr)cc1Br. As a reaction SMILES: [C:20]([O:21][O:22][C:23](=[O:24])[c:25]1[cH:26][cH:27][cH:28][cH:29][cH:30]1)(=[O:31])[c:32]1[cH:33][cH:34][cH:35][cH:36][cH:37]1.[CH3:1][O:2][C:3](=[O:4])[c:5]1[s:6][c:7]([CH3:11])[cH:8][c:9]1[Br:10].[Cl:38][C:39]([Cl:40])([Cl:41])[Cl:42].[O:12]=[C:13]1[N:14]([Br:19])[C:15](=[O:16])[CH2:17][CH2:18]1>>[CH3:1][O:2][C:3](=[O:4])[c:5]1[s:6][c:7]([CH2:11][Br:19])[cH:8][c:9]1[Br:10]. Reactants: COC([C@H](CC1=C(C=C(C=C1C)OCCC=1N=C(OC1C)C(C)(C)C)C)OCC)=O ((S)-3-{4-[2-(2-tert-butyl-5-methyl-oxazol-4-yl)-ethoxy]-2,6-dimethyl-phenyl}-2-ethoxy-propionic acid methyl ester), [Li+].[OH-] (LiOH). Yields the product C(C)(C)(C)C=1OC(=C(N1)CCOC1=CC(=C(C(=C1)C)C[C@@H](C(=O)O)OCC)C)C ((S)-3-{4-[2-(2-tert-butyl-5-methyl-oxazol-4-yl)-ethoxy]-2,6-dimethyl-phenyl}-2-ethoxy-propionic acid). RXN SMILES: C[O:2][C:3](=[O:30])[C@@H:4]([O:27][CH2:28][CH3:29])[CH2:5][C:6]1[C:11]([CH3:12])=[CH:10][C:9]([O:13][CH2:14][CH2:15][C:16]2[N:17]=[C:18]([C:22]([CH3:25])([CH3:24])[CH3:23])[O:19][C:20]=2[CH3:21])=[CH:8][C:7]=1[CH3:26].[Li+].[OH-]>>[C:22]([C:18]1[O:19][C:20]([CH3:21])=[C:16]([CH2:15][CH2:14][O:13][C:9]2[CH:10]=[C:11]([CH3:12])[C:6]([CH2:5][C@H:4]([O:27][CH2:28][CH3:29])[C:3]([OH:30])=[O:2])=[C:7]([CH3:26])[CH:8]=2)[N:17]=1)([CH3:24])([CH3:25])[CH3:23] |f:1.2|. Procedure: In analogy to the procedure described in example 46 d], (S)-3-{4-[2-(2-tert-butyl-5-methyl-oxazol-4-yl)-ethoxy]-2,6-dimethyl-phenyl}-2-ethoxy-propionic acid methyl ester was treated with LiOH to obtain (S)-3-{4-[2-(2-tert-butyl-5-methyl-oxazol-4-yl)-ethoxy]-2,6-dimethyl-phenyl}-2-ethoxy-propionic acid as colorless liquid.